From a dataset of the Open Reaction Database (ORD), a public repository of structured organic reaction records. describe an organic reaction: reactants, conditions, products, and yield Starting materials: COC=1C=C(C=CC1)CCN (3-Methoxyphenylethylamine), CC1=C(C=O)C=CC(=C1)C (2,4-dimethylbenzaldehyde), P(O)(O)(O)=O (Phosphoric acid). The solvent is O (water). Conditions: temperature 37 celsius. The product is CC1=C(C=CC(=C1)C)C1NCCC2=CC(=CC=C12)OC (1-(2,4-dimethylphenyl)-6-methoxy-1,2,3,4-tetrahydroisoquinoline). Yield: 54.6%. Reaction SMILES: [CH3:1][O:2][C:3]1[CH:4]=[C:5]([CH2:9][CH2:10][NH2:11])[CH:6]=[CH:7][CH:8]=1.[CH3:12][C:13]1[CH:20]=[C:19]([CH3:21])[CH:18]=[CH:17][C:14]=1[CH:15]=O.P(=O)(O)(O)O>O>[CH3:12][C:13]1[CH:20]=[C:19]([CH3:21])[CH:18]=[CH:17][C:14]=1[CH:15]1[C:6]2[C:5](=[CH:4][C:3]([O:2][CH3:1])=[CH:8][CH:7]=2)[CH2:9][CH2:10][NH:11]1. Reported procedure: 3-Methoxyphenylethylamine (1.51 g) and 2,4-dimethylbenzaldehyde (1.34 g) were mixed together. Phosphoric acid, 85%, (20 mL) was added then the reaction was warmed to 37° C. for 60 h. The reaction was cooled, poured into water (300 mL) then washed with diethyl ether (2×50 mL). The aqueous layer was diluted to 700 mL with water, made basic (pH=10) by the slow addition of sodium hydroxide, and then extracted with diethyl ether (2×150 mL). The organic extracts were dried and evaporated. The resultin... The reactants are CSC(C)(C(=O)O)c1ccc(CC(C)C)cc1, CC(=O)O, O, [Zn]. The product is CC(C)Cc1ccc(C(C)C(=O)O)cc1. As a reaction SMILES: [CH2:1]([CH:2]([CH3:3])[CH3:4])[c:5]1[cH:6][cH:7][c:8]([C:11]([C:12](=[O:13])[OH:14])([CH3:15])[S:16][CH3:17])[cH:9][cH:10]1.[CH3:19][C:20](=[O:21])[OH:22].[OH2:18].[Zn:23]>>[CH2:1]([CH:2]([CH3:3])[CH3:4])[c:5]1[cH:6][cH:7][c:8]([CH:11]([C:12](=[O:13])[OH:14])[CH3:15])[cH:9][cH:10]1. Starting materials: Br.C(C)C1=NN(C(S1)=N)CC1=CC=C(C=C1)C1=C(C=CC=C1)C#N (5-ethyl-2-imino-3-(2'-cyanobiphenyl-4-yl)methyl-1,3,4-thiadiazoline.hydrobromide). Run in C(Cl)(Cl)Cl (chloroform), [OH-].[Na+] (sodium hydroxide). Conditions: time 1 hour. Product: C(C)C1=NN(C(S1)=N)CC1=CC=C(C=C1)C1=C(C=CC=C1)C#N (5-ethyl-2-imino-3-(2'-cyanobiphenyl-4-yl)methyl-1,3,4-thiadiazoline). The yield is 93.6%. As a reaction SMILES: Br.[CH2:2]([C:4]1[S:8][C:7](=[NH:9])[N:6]([CH2:10][C:11]2[CH:16]=[CH:15][C:14]([C:17]3[CH:22]=[CH:21][CH:20]=[CH:19][C:18]=3[C:23]#[N:24])=[CH:13][CH:12]=2)[N:5]=1)[CH3:3]>C(Cl)(Cl)Cl.[OH-].[Na+]>[CH2:2]([C:4]1[S:8][C:7](=[NH:9])[N:6]([CH2:10][C:11]2[CH:16]=[CH:15][C:14]([C:17]3[CH:22]=[CH:21][CH:20]=[CH:19][C:18]=3[C:23]#[N:24])=[CH:13][CH:12]=2)[N:5]=1)[CH3:3] |f:0.1,3.4|. Procedure details: To a suspension of 4.0 g of 5-ethyl-2-imino-3-(2'-cyanobiphenyl-4-yl)methyl-1,3,4-thiadiazoline.hydrobromide in 60 ml of chloroform, 10 ml of 2N sodium hydroxide was added, followed by stirring at room temperature for one hour. After separation, the organic layer was dried over anhydrous magnesium sulfate, and then concentrated under reduced pressure. The resulting oil was crystallized from n-hexane, whereby 2.99 g of the title compound was obtained. Starting materials: O=C([O-])[O-], CS(C)=O, ClCCl, [Cs+], [Cs+], OC1(c2nccnc2F)CCOCC1, Oc1ccc(Nc2nc3ccccc3s2)cc1. Product: OC1(c2nccnc2Oc2ccc(Nc3nc4ccccc4s3)cc2)CCOCC1. Reaction SMILES: [C:32](=[O:33])([O-:34])[O-:35].[CH3:38][S:39]([CH3:40])=[O:41].[Cl:42][CH2:43][Cl:44].[Cs+:36].[Cs+:37].[F:1][c:2]1[c:3]([C:8]2([OH:14])[CH2:9][CH2:10][O:11][CH2:12][CH2:13]2)[n:4][cH:5][cH:6][n:7]1.[s:15]1[c:16]([NH:24][c:25]2[cH:26][cH:27][c:28]([OH:31])[cH:29][cH:30]2)[n:17][c:18]2[c:19]1[cH:20][cH:21][cH:22][cH:23]2>>[c:2]1([O:31][c:28]2[cH:27][cH:26][c:25]([NH:24][c:16]3[s:15][c:19]4[c:18]([n:17]3)[cH:23][cH:22][cH:21][cH:20]4)[cH:30][cH:29]2)[c:3]([C:8]2([OH:14])[CH2:9][CH2:10][O:11][CH2:12][CH2:13]2)[n:4][cH:5][cH:6][n:7]1.